From a dataset of the Open Reaction Database (ORD), a public repository of structured organic reaction records. describe an organic reaction: reactants, conditions, products, and yield Starting materials: Brc1ccc(I)cc1, CC1CNCC(C)N1, CCOC(C)=O, [Cu]I, [K+], [K+], [K+], CN(C)C=O, Oc1ccc2ccccc2c1-c1c(O)ccc2ccccc12, O=P([O-])([O-])[O-]. Yields the product CC1CN(c2ccc(Br)cc2)CC(C)N1. As a reaction SMILES: [Br:1][c:2]1[cH:3][cH:4][c:5]([I:8])[cH:6][cH:7]1.[CH3:39][CH:40]1[NH:41][CH:42]([CH3:46])[CH2:43][NH:44][CH2:45]1.[CH3:47][CH2:48][O:49][C:50]([CH3:51])=[O:52].[Cu:53][I:54].[K+:36].[K+:37].[K+:38].[O:55]=[CH:56][N:57]([CH3:58])[CH3:59].[OH:9][c:10]1[c:11](-[c:12]2[c:13]3[c:14]([cH:15][cH:16][cH:17][cH:18]3)[cH:19][cH:20][c:21]2[OH:22])[c:23]2[c:24]([cH:25][cH:26][cH:27][cH:28]2)[cH:29][cH:30]1.[P:31]([O-:32])([O-:33])([O-:34])=[O:35]>>[Br:1][c:2]1[cH:3][cH:4][c:5]([N:44]2[CH2:43][CH:42]([CH3:46])[NH:41][CH:40]([CH3:39])[CH2:45]2)[cH:6][cH:7]1. The product is Nc1cccc(-c2nc3cnccc3o2)c1. Reaction SMILES: [CH3:21][OH:22].[Cl-:19].[Fe:24].[N+:1]([O-:2])(=[O:3])[c:4]1[cH:5][c:6](-[c:10]2[o:11][c:12]3[c:13]([cH:14][n:15][cH:16][cH:17]3)[n:18]2)[cH:7][cH:8][cH:9]1.[NH4+:20].[OH2:23]>>[NH2:1][c:4]1[cH:5][c:6](-[c:10]2[o:11][c:12]3[c:13]([cH:14][n:15][cH:16][cH:17]3)[n:18]2)[cH:7][cH:8][cH:9]1. Starting materials: CO, [Cl-], [Fe], O=[N+]([O-])c1cccc(-c2nc3cnccc3o2)c1, [NH4+], O. The reactants are CC(C)(C)[PH+](C(C)(C)C)C(C)(C)C, COC(=O)C1(NC(=O)c2ccc(OC)c(Br)c2)CCC(C)CC1, COc1cc(F)c(B(O)O)c(F)c1Cl, [F-], F[B-](F)(F)F, [K+], O, C1COCCO1. The product is COC(=O)C1(NC(=O)c2ccc(OC)c(-c3c(F)cc(OC)c(Cl)c3F)c2)CCC(C)CC1. As a reaction SMILES: [C:31]([PH+:32]([C:33]([CH3:34])([CH3:35])[CH3:36])[C:37]([CH3:38])([CH3:39])[CH3:40])([CH3:41])([CH3:42])[CH3:43].[CH3:1][O:2][C:3](=[O:4])[C:5]1([NH:12][C:13]([c:14]2[cH:15][c:16]([Br:22])[c:17]([O:20][CH3:21])[cH:18][cH:19]2)=[O:23])[CH2:6][CH2:7][CH:8]([CH3:11])[CH2:9][CH2:10]1.[Cl:44][c:45]1[c:46]([F:57])[c:47]([B:54]([OH:55])[OH:56])[c:48]([F:53])[cH:49][c:50]1[O:51][CH3:52].[F-:24].[F:26][B-:27]([F:28])([F:29])[F:30].[K+:25].[O:58].[O:59]1[CH2:60][CH2:61][O:62][CH2:63][CH2:64]1>>[CH3:1][O:2][C:3](=[O:4])[C:5]1([NH:12][C:13]([c:14]2[cH:15][c:16](-[c:47]3[c:46]([F:57])[c:45]([Cl:44])[c:50]([O:51][CH3:52])[cH:49][c:48]3[F:53])[c:17]([O:20][CH3:21])[cH:18][cH:19]2)=[O:23])[CH2:6][CH2:7][CH:8]([CH3:11])[CH2:9][CH2:10]1. The reactants are Cl, [Li+], C1CCOC1, [OH-], O, CCOC(=O)CCCCCCC(=NOCc1ccc(OCc2noc(-c3ccccc3)n2)cc1)c1ccccc1. Product: O=C(O)CCCCCCC(=NOCc1ccc(OCc2noc(-c3ccccc3)n2)cc1)c1ccccc1. RXN SMILES: [ClH:44].[Li+:3].[O:45]1[CH2:46][CH2:47][CH2:48][CH2:49]1.[OH-:2].[OH2:1].[c:4]1([C:10]([CH2:11][CH2:12][CH2:13][CH2:14][CH2:15][CH2:16][C:17](=[O:18])[O:19][CH2:20][CH3:21])=[N:22][O:23][CH2:24][c:25]2[cH:26][cH:27][c:28]([O:31][CH2:32][c:33]3[n:34][o:35][c:36](-[c:38]4[cH:39][cH:40][cH:41][cH:42][cH:43]4)[n:37]3)[cH:29][cH:30]2)[cH:5][cH:6][cH:7][cH:8][cH:9]1>>[c:4]1([C:10]([CH2:11][CH2:12][CH2:13][CH2:14][CH2:15][CH2:16][C:17](=[O:18])[OH:19])=[N:22][O:23][CH2:24][c:25]2[cH:26][cH:27][c:28]([O:31][CH2:32][c:33]3[n:34][o:35][c:36](-[c:38]4[cH:39][cH:40][cH:41][cH:42][cH:43]4)[n:37]3)[cH:29][cH:30]2)[cH:5][cH:6][cH:7][cH:8][cH:9]1. The reactants are C(C(C)C)=O (iso-butyraldehyde), CC=1NC(=C(C1)C)C(=O)OCC (2,4-dimethyl-5-carbethoxy-pyrrole), Cl (hydrochloric acid). The reagents and catalysts are [Zn] (zinc). Run in C(C)(=O)OC(C)=O (Acetic anhydride). Product: CC=1NC(=C(C1CC(C)C)C)C(=O)OCC (2,4-Dimethyl-3-isobutyl-5-carbethoxy-pyrrole). As a reaction SMILES: Cl.[CH3:2][C:3]1[NH:4][C:5]([C:9]([O:11][CH2:12][CH3:13])=[O:10])=[C:6]([CH3:8])[CH:7]=1.[CH:14](=O)[CH:15]([CH3:17])[CH3:16]>[Zn].C(OC(=O)C)(=O)C>[CH3:2][C:3]1[NH:4][C:5]([C:9]([O:11][CH2:12][CH3:13])=[O:10])=[C:6]([CH3:8])[C:7]=1[CH2:14][CH:15]([CH3:17])[CH3:16]. Reported procedure: Acetic anhydride (20 ml) was slowly added to 5 ml of concentrated hydrochloric acid with stirring and cooling and 668 mg of 2,4-dimethyl-5-carbethoxy-pyrrole were dissolved in the resulting solution. Amalgamated zinc (10 gm, 20 mesh) and 0.75 ml of iso-butyraldehyde were then added at 20°, and the mixture was stirred for 15 minutes at 20°-25° C. The zinc was separated, washed with acetic acid, and the liquids were poured into water to precipitate the crude product. It was dried and extracted int... Procedure details: By carrying out the procedure as in Example 11, but replacing 4-hydroxy-1-(3,4-methylenedioxybenzoyl)-pyrrolidine-2-carboxylic acid by 4-hydroxy-1-(3,4-dimethoxybenzoyl)pyrrolidine-2-carboxylic acid and methanol by ethanol, the title product is obtained. RXN SMILES: [OH:1][CH:2]1[CH2:6][N:5]([C:7](=[O:18])[C:8]2[CH:13]=[CH:12][C:11]([O:14][CH3:15])=[C:10]([O:16][CH3:17])[CH:9]=2)[CH:4]([C:19]([OH:21])=[O:20])[CH2:3]1.CO.[CH2:24](O)[CH3:25]>>[OH:1][CH:2]1[CH2:6][N:5]([C:7](=[O:18])[C:8]2[CH:13]=[CH:12][C:11]([O:14][CH3:15])=[C:10]([O:16][CH3:17])[CH:9]=2)[CH:4]([C:19]([O:21][CH2:24][CH3:25])=[O:20])[CH2:3]1. Yield: 60.0%. Starting materials: OC1CC(N(C1)C(C1=CC(=C(C=C1)OC)OC)=O)C(=O)O (4-hydroxy-1-(3,4-dimethoxybenzoyl)pyrrolidine-2-carboxylic acid), CO (methanol), C(C)O (ethanol). The product is OC1CC(N(C1)C(C1=CC(=C(C=C1)OC)OC)=O)C(=O)OCC (ETHYL 4-HYDROXY-1-(3,4-DIMETHOXYBENZOYL)PYRROLIDINE-2-CARBOXYLATE).